Dataset: the Open Reaction Database (ORD), a public repository of structured organic reaction records. Task: describe an organic reaction: reactants, conditions, products, and yield The reactants are C=CCOc1ccccc1O, [Na+], [Na+], O=C([O-])[O-], O=CC(Cl)(Cl)Cl, O. Product: C=CCOc1cc(C=O)ccc1O. RXN SMILES: [CH2:1]([CH:2]=[CH2:3])[O:4][c:5]1[c:6]([OH:11])[cH:7][cH:8][cH:9][cH:10]1.[Na+:18].[Na+:19].[O-:20][C:21](=[O:22])[O-:23].[O:12]=[CH:13][C:14]([Cl:15])([Cl:16])[Cl:17].[OH2:24]>>[CH2:1]([CH:2]=[CH2:3])[O:4][c:5]1[c:6]([OH:11])[cH:7][cH:8][c:9]([CH:13]=[O:12])[cH:10]1.